The task is: describe an organic reaction: reactants, conditions, products, and yield. This data is from the Open Reaction Database (ORD), a public repository of structured organic reaction records. Reactants: [Br-], CCCC[N+](CCCC)(CCCC)CCCC, Cc1ccccc1, ClCCBr, N#CCc1cc2c(cc1F)OCO2, [Na+], [OH-], O. Product: N#CC1(c2cc3c(cc2F)OCO3)CC1. As a reaction SMILES: [Br-:21].[CH2:22]([N+:23]([CH2:24][CH2:25][CH2:26][CH3:27])([CH2:28][CH2:29][CH2:30][CH3:31])[CH2:32][CH2:33][CH2:34][CH3:35])[CH2:36][CH2:37][CH3:38].[CH3:39][c:40]1[cH:41][cH:42][cH:43][cH:44][cH:45]1.[Cl:17][CH2:18][CH2:19][Br:20].[F:4][c:5]1[c:6]([CH2:14][C:15]#[N:16])[cH:7][c:8]2[c:9]([cH:13]1)[O:10][CH2:11][O:12]2.[Na+:3].[OH-:2].[OH2:1]>>[F:4][c:5]1[c:6]([C:14]2([C:15]#[N:16])[CH2:18][CH2:19]2)[cH:7][c:8]2[c:9]([cH:13]1)[O:10][CH2:11][O:12]2. The reactants are CC[NH+](CC)CC, CO, CC(C)OC(C)C, CC(C)(C)C(=O)OCC(F)(F)S(=O)[O-], O, OO. The product is CC[NH+](CC)CC, CC(C)(C)C(=O)OCC(F)(F)S(=O)(=O)[O-]. As a reaction SMILES: [CH2:15]([CH3:16])[NH+:17]([CH2:18][CH3:19])[CH2:20][CH3:21].[CH3:32][OH:33].[CH:25]([O:28][CH:26]([CH3:27])[CH3:29])([CH3:30])[CH3:31].[F:1][C:2]([CH2:3][O:4][C:5]([C:6]([CH3:7])([CH3:8])[CH3:9])=[O:10])([S:11](=[O:12])[O-:13])[F:14].[OH2:22].[OH:23][OH:24]>>[CH2:15]([CH3:16])[NH+:17]([CH2:18][CH3:19])[CH2:20][CH3:21].[F:1][C:2]([CH2:3][O:4][C:5]([C:6]([CH3:7])([CH3:8])[CH3:9])=[O:10])([S:11](=[O:12])(=[O:13])[O-:28])[F:14].